Task: describe an organic reaction: reactants, conditions, products, and yield. Dataset: the Open Reaction Database (ORD), a public repository of structured organic reaction records Reactants: O (water), O1CCCC1 (tetrahydrofuran), C(CCCCCCC)[Mg]Br (octyl magnesium bromide), ClC1=CC(CC1O[Si](C)(C)C(C)(C)C)=O (3-chloro-4-t-butyldimethylsilyloxy-2-cyclopentenone). Solvent: CCOCC (ether). Reaction conditions: temperature -78 celsius, time 10 minute. The product is ClC=1C(CC(C1)(O)CCCCCCCC)O (2-chloro-4-octylcyclopent-2-ene-1,4-diol). Yield: 83.0%. Reaction SMILES: [Cl:1][C:2]1[CH:6]([O:7][Si](C(C)(C)C)(C)C)[CH2:5][C:4](=[O:15])[CH:3]=1.O1CCCC1.[CH2:21]([Mg]Br)[CH2:22][CH2:23][CH2:24][CH2:25][CH2:26][CH2:27][CH3:28].O>CCOCC>[Cl:1][C:2]1[CH:6]([OH:7])[CH2:5][C:4]([CH2:21][CH2:22][CH2:23][CH2:24][CH2:25][CH2:26][CH2:27][CH3:28])([OH:15])[CH:3]=1. Procedure details: 108 mg of 3-chloro-4-t-butyldimethylsilyloxy-2-cyclopentenone was dissolved in 4 ml of ether, and the solution was cooled to -78° C. Then, 0.79 ml of a 0.72 M tetrahydrofuran solution of octyl magnesium bromide was added. The mixture was stirred for 10 minutes, and water was added. The mixture was extracted with ether, and the extract was dried over anhydrous magnesium sulfate, filtered, and concentrated. The resulting oily product was dissolved in 6 ml of tetrahydrofuran, and 1.1 ml of a 1 M te... Starting materials: Cl.C1=C(C=CC=2CCCCC12)CC1CCNCC1 (4-((5,6,7,8-tetrahydro-2-naphthyl)methyl)piperidine hydrochloride), OC1=CC=C(OCCBr)C=C1 (2-(4-hydroxyphenoxy)ethyl bromide), C(=O)(O)[O-].[Na+] (NaHCO3). Yields the product Cl.C1=C(C=CC=2CCCCC12)CC1CCN(CC1)CCOC1=CC=C(C=C1)O (4-((5,6,7,8-Tetrahydro-2-naphthyl)methyl)-1-(2-(4-hydroxyphenoxy) ethyl)piperidine hydrochloride). RXN SMILES: [ClH:1].[CH:2]1[C:11]2[CH2:10][CH2:9][CH2:8][CH2:7][C:6]=2[CH:5]=[CH:4][C:3]=1[CH2:12][CH:13]1[CH2:18][CH2:17][NH:16][CH2:15][CH2:14]1.[OH:19][C:20]1[CH:29]=[CH:28][C:23]([O:24][CH2:25][CH2:26]Br)=[CH:22][CH:21]=1.C([O-])(O)=O.[Na+]>>[ClH:1].[CH:2]1[C:11]2[CH2:10][CH2:9][CH2:8][CH2:7][C:6]=2[CH:5]=[CH:4][C:3]=1[CH2:12][CH:13]1[CH2:18][CH2:17][N:16]([CH2:26][CH2:25][O:24][C:23]2[CH:28]=[CH:29][C:20]([OH:19])=[CH:21][CH:22]=2)[CH2:15][CH2:14]1 |f:0.1,3.4,5.6|. Procedure: The title compound was prepared from 4-((5,6,7,8-tetrahydro-2-naphthyl)methyl)piperidine hydrochloride (250 mg, 940 μmol), 2-(4-hydroxyphenoxy)ethyl bromide (204 mg, 940 μmol) and NaHCO3 (162 mg, 1.93 mmol) as a pale beige solid (152 mg): 1H NMR (CD3OD) 1.55-1.65 (m, 2H), 1.70-1.96 (m, 7H), 2.54 (d, J=6.3 Hz, 2H), 2.62-2.78 (m, 4H), 3.05 (t, J=12 Hz, 2H), 3.43-3.68 (m, 4H), 4.25 (t, J=4.8 Hz, 2H), 6.72 (d, J=9.0 Hz, 2H), 6.80-6.90 (m, 4H), 6.95 (d, J=7.5 Hz, 1H); Anal. Calcd for C24H32ClNO2 ·H2O... Reactants: C(C)C1=CC=C(C=C1)CC=1C(NNC1C)=O (4-[(4-ethylphenyl)methyl]-1,2-dihydro-5-methyl-3H-pyrazol-3-one), C(C)C1=CC=C(C=C1)CC=1C(=NNC1C)O[C@H]1[C@H](OC(C)=O)[C@@H](OC(C)=O)[C@H](OC(C)=O)[C@H](O1)COC(C)=O (4-[(4-ethylphenyl)methyl]-5-methyl-3-(2,3,4,6-tetra-O-acetyl-β-D-glucopyranosyloxy)-1H-pyrazole). Product: C(C)C1=CC=C(C=C1)CC=1C(=NNC1C)O[C@H]1[C@H](OC(C)=O)[C@@H](OC(C)=O)[C@H](OC(C)=O)[C@H](O1)COC(C)=O (4-[(4-Ethylphenyl)methyl]-5-methyl-3-(2,3,4,6-tetra-O-acetyl-β-D-glucopyranosyloxy)-1H-pyrazole), C(C)C1=CC=C(C=C1)CC=1C(=NNC1C)O[C@H]1[C@H](O)[C@@H](O)[C@H](O)[C@H](O1)CO (4-[(4-Ethylphenyl)methyl]-3-(β-D-glucopyranosyloxy)-5-methyl-1H-pyrazole). As a reaction SMILES: [CH2:1]([C:3]1[CH:8]=[CH:7][C:6]([CH2:9][C:10]2[C:11](=[O:16])[NH:12][NH:13][C:14]=2[CH3:15])=[CH:5][CH:4]=1)[CH3:2].[CH2:17]([C:19]1[CH:24]=[CH:23][C:22]([CH2:25][C:26]2[C:27]([O:32][C@@H:33]3[O:50][C@H:49]([CH2:51][O:52][C:53](=[O:55])[CH3:54])[C@@H:44]([O:45][C:46](=[O:48])[CH3:47])[C@H:39]([O:40][C:41](=[O:43])[CH3:42])[C@H:34]3[O:35][C:36](=[O:38])[CH3:37])=[N:28][NH:29][C:30]=2[CH3:31])=[CH:21][CH:20]=1)[CH3:18]>>[CH2:17]([C:19]1[CH:24]=[CH:23][C:22]([CH2:25][C:26]2[C:27]([O:32][C@@H:33]3[O:50][C@H:49]([CH2:51][O:52][C:53](=[O:55])[CH3:54])[C@@H:44]([O:45][C:46](=[O:48])[CH3:47])[C@H:39]([O:40][C:41](=[O:43])[CH3:42])[C@H:34]3[O:35][C:36](=[O:38])[CH3:37])=[N:28][NH:29][C:30]=2[CH3:31])=[CH:21][CH:20]=1)[CH3:18].[CH2:1]([C:3]1[CH:4]=[CH:5][C:6]([CH2:9][C:10]2[C:11]([O:16][C@@H:33]3[O:50][C@H:49]([CH2:51][OH:52])[C@@H:44]([OH:45])[C@H:39]([OH:40])[C@H:34]3[OH:35])=[N:12][NH:13][C:14]=2[CH3:15])=[CH:7][CH:8]=1)[CH3:2]. Reported procedure: 4-[(4-Ethylphenyl)methyl]-5-methyl-3-(2,3,4,6-tetra-O-acetyl-β-D-glucopyranosyloxy)-1H-pyrazole was prepared in a similar manner to that described in Reference Example 17 using 4-[(4-ethylphenyl)methyl]-1,2-dihydro-5-methyl-3H-pyrazol-3-one instead of 1,2-dihydro-4-[(4-isopropoxyphenyl)methyl]-5-methyl-3H-pyrazol-3-one. Then, the title compound was prepared in a similar manner to that described in Reference Example 37 using 4-[(4-ethylphenyl)methyl]-5-methyl-3-(2,3,4,6-tetra-O-acetyl-β-D-glucopy... Starting materials: O (Water), BrCC1COC2=C(O1)C=CC=C2 (2-bromomethyl-2,3-dihydrobenzo[1,4]dioxine), COC(=O)C=1C=CC=C2CCNCC12 (1,2,3,4-tetrahydroisoquinoline-8-carboxylic acid methyl ester), C(=O)([O-])[O-].[K+].[K+] (K2CO3). The solvent is CN(C)C=O (DMF). Run at temperature 140 celsius. Product: COC(=O)C=1C=CC=C2CCN(CC12)CC1COC2=C(O1)C=CC=C2 (2-(2,3-Dihydrobenzo[1,4]dioxin-2-ylmethyl)-1,2,3,4-tetrahydro-isoquinoline-8-carboxylic acid methyl ester). RXN SMILES: Br[CH2:2][CH:3]1[O:8][C:7]2[CH:9]=[CH:10][CH:11]=[CH:12][C:6]=2[O:5][CH2:4]1.[CH3:13][O:14][C:15]([C:17]1[CH:18]=[CH:19][CH:20]=[C:21]2[C:26]=1[CH2:25][NH:24][CH2:23][CH2:22]2)=[O:16].C([O-])([O-])=O.[K+].[K+].O>CN(C=O)C>[CH3:13][O:14][C:15]([C:17]1[CH:18]=[CH:19][CH:20]=[C:21]2[C:26]=1[CH2:25][N:24]([CH2:2][CH:3]1[O:8][C:7]3[CH:9]=[CH:10][CH:11]=[CH:12][C:6]=3[O:5][CH2:4]1)[CH2:23][CH2:22]2)=[O:16] |f:2.3.4|. Procedure: To a mixture of 2-bromomethyl-2,3-dihydrobenzo[1,4]dioxine (0.2 g, 0.88 mmol) and 1,2,3,4-tetrahydroisoquinoline-8-carboxylic acid methyl ester (0.14 g, 0.88 mmol) in DMF (10 ml) was added K2CO3 (0.61 g, 4.41 mmol). The reaction mixture was heated under microwaves at 140° C. for 10 min. Water was then added and the mixture extracted with DCM (3×5 ml). The combined organic phases were dried (Na2SO4), filtered and the filtrate was evaporated to give the title compound, which was purified by column... Reactants: ClC=1C=CC(=C(C(=O)OC)C1)O (methyl 5-chloro-2-hydroxybenzoate), OCCCCCNC(OC(C)(C)C)=O (tert-butyl 5-hydroxypentylcarbamate). Yields the product ClC1=CC(=C(OCCCCCNC(OC(C)(C)C)=O)C=C1)CO (tert-Butyl 5-(4-chloro-2-(hydroxymethyl)phenoxy)pentylcarbamate). Reaction SMILES: [Cl:1][C:2]1[CH:3]=[CH:4][C:5]([OH:12])=[C:6]([CH:11]=1)[C:7]([O:9]C)=O.O[CH2:14][CH2:15][CH2:16][CH2:17][CH2:18][NH:19][C:20](=[O:26])[O:21][C:22]([CH3:25])([CH3:24])[CH3:23]>>[Cl:1][C:2]1[CH:3]=[CH:4][C:5]([O:12][CH2:14][CH2:15][CH2:16][CH2:17][CH2:18][NH:19][C:20](=[O:26])[O:21][C:22]([CH3:25])([CH3:24])[CH3:23])=[C:6]([CH2:7][OH:9])[CH:11]=1. Procedure details: Intermediate I-31 was prepared from methyl 5-chloro-2-hydroxybenzoate and tert-butyl 5-hydroxypentylcarbamate analogously to Examples 24-26. Procedure details: To a vial containing NaHCO3 (41.09 mg) is added a solution of {[5-(3-fluoro-phenyl)-3-hydroxypyridine-2-carbonyl]-amino}acetic acid (6) in acetone (0.64 mL of a 400 mg sample in 5.12 mL). The solution is stirred and the desired product isolated by concentration in vacuo. Starting materials: C(=O)(O)[O-].[Na+] (NaHCO3), FC=1C=C(C=CC1)C=1C=C(C(=NC1)C(=O)NCC(=O)O)O ({[5-(3-fluoro-phenyl)-3-hydroxypyridine-2-carbonyl]-amino}acetic acid). The solvent is CC(=O)C (acetone). Product: FC=1C=C(C=CC1)C=1C=C(C(=NC1)C(=O)NCC(=O)[O-])O.[Na+] (Sodium {[5-(3-fluorophenyl)-3-hydroxypyridine-2-carbonyl]amino}acetate). As a reaction SMILES: C([O-])(O)=O.[Na+:5].[F:6][C:7]1[CH:8]=[C:9]([C:13]2[CH:14]=[C:15]([OH:26])[C:16]([C:19]([NH:21][CH2:22][C:23]([OH:25])=[O:24])=[O:20])=[N:17][CH:18]=2)[CH:10]=[CH:11][CH:12]=1>CC(C)=O>[F:6][C:7]1[CH:8]=[C:9]([C:13]2[CH:14]=[C:15]([OH:26])[C:16]([C:19]([NH:21][CH2:22][C:23]([O-:25])=[O:24])=[O:20])=[N:17][CH:18]=2)[CH:10]=[CH:11][CH:12]=1.[Na+:5] |f:0.1,4.5|. Reactants: OSN1C(C=CC=C1)=O (N-hydroxythiopyridone), N#N (N2), acid chloride, C(C)(=O)O[C@]1(C(=O)O)C[C@@H](OC(C)=O)[C@@H](OC(C)=O)[C@H](O1)[C@H](OC(C)=O)COC(C)=O (2,4,5,7,8-Penta-O-acetyl-3-deoxy-α-D-manno-2-octulosonic acid). Reagents/catalysts: CN(C)C=1C=CN=CC1 (DMAP), [W] (tungsten). Run in C1(=CC=CC=C1)C (toluene), N1=CC=CC=C1 (pyridine), C1(=CC=CC=C1)C (toluene). Conditions: time 10 minute. Yields the product C(C)(=O)O[C@H]1C[C@@H](OC(C)=O)[C@@H](OC(C)=O)[C@H](O1)[C@H](OC(C)=O)COC(C)=O (1,3,4,6,7-Penta-O-acetyl-2-deoxy-β-D-manno-heptose). Yield: 68.3%. Reaction SMILES: [C:1]([O:4][C@:5]1([O:21][C@H:20]([C@@H:22]([CH2:27][O:28][C:29](=[O:31])[CH3:30])[O:23][C:24](=[O:26])[CH3:25])[C@H:15]([O:16][C:17](=[O:19])[CH3:18])[C@H:10]([O:11][C:12](=[O:14])[CH3:13])[CH2:9]1)C(O)=O)(=[O:3])[CH3:2].OSN1C=CC=CC1=O.N#N>C1(C)C=CC=CC=1.CN(C1C=CN=CC=1)C.N1C=CC=CC=1.[W]>[C:1]([O:4][C@@H:5]1[O:21][C@H:20]([C@@H:22]([CH2:27][O:28][C:29](=[O:31])[CH3:30])[O:23][C:24](=[O:26])[CH3:25])[C@H:15]([O:16][C:17](=[O:19])[CH3:18])[C@H:10]([O:11][C:12](=[O:14])[CH3:13])[CH2:9]1)(=[O:3])[CH3:2]. Procedure details: To a solution of acid chloride prepared from 20a (30 mg, 0.067 mmol) in toluene was added dropwise a solution of N-hydroxythiopyridone 22 (11 mg, 0.09 mmol) and DMAP (2 mg) in toluene (0.5 mL) and pyridine (0.3 mL) at room temperature under N2 in the dark. After stirring for 10 min, t-butylmercaptane (0.5 mL) was added and the mixture was irradiated with white light (tungsten lamp, 100 W) at room temperature. After stirring for 10 min, N2 was introduced to the mixture under a slightly reduced pr... The reactants are CC(C)(C)OC(=O)NC1CCC(Nc2ncc3ccc(C(=O)NCc4ccccc4)cc3n2)CC1, ClCCl, O=C(O)C(F)(F)F. Yields the product NC1CCC(Nc2ncc3ccc(C(=O)NCc4ccccc4)cc3n2)CC1. As a reaction SMILES: [CH2:1]([c:2]1[cH:3][cH:4][cH:5][cH:6][cH:7]1)[NH:8][C:9](=[O:10])[c:11]1[cH:12][cH:13][c:14]2[cH:15][n:16][c:17]([NH:21][CH:22]3[CH2:23][CH2:24][CH:25]([NH:28][C:29](=[O:30])[O:31][C:32]([CH3:33])([CH3:34])[CH3:35])[CH2:26][CH2:27]3)[n:18][c:19]2[cH:20]1.[Cl:43][CH2:44][Cl:45].[F:36][C:37]([F:38])([F:39])[C:40]([OH:41])=[O:42]>>[CH2:1]([c:2]1[cH:3][cH:4][cH:5][cH:6][cH:7]1)[NH:8][C:9](=[O:10])[c:11]1[cH:12][cH:13][c:14]2[cH:15][n:16][c:17]([NH:21][CH:22]3[CH2:23][CH2:24][CH:25]([NH2:28])[CH2:26][CH2:27]3)[n:18][c:19]2[cH:20]1. Reactants: C(=O)(OC(C)(C)C)N([C@@H](C(C)C)CO)C (Boc-N-methyl-valinol), C(=O)(O)[O-].[Na+] (NaHCO3), [K+].[Br-] (KBr), 2,2,6,6-tetramethyl-piperidin-1-oxyl, Cl[O-].[Na+] (sodium hypochlorite), [O-]Cl.[Na+] (NaOCl). Solvent: O (water), ClCCl (dichloromethane). Conditions: temperature 0 celsius, time 2.5 hour. Product: C(C)(C)(C)OC(N(C)[C@@H](C(C)C)C=O)=O (((S)-1-Formyl-2-methyl-propyl)-methyl-carbamic acid tert-butyl ester). Isolated yield 95.2%. As a reaction SMILES: [C:1]([N:8]([CH3:15])[C@H:9]([CH2:13][OH:14])[CH:10]([CH3:12])[CH3:11])([O:3][C:4]([CH3:7])([CH3:6])[CH3:5])=[O:2].C([O-])(O)=O.[Na+].[K+].[Br-].Cl[O-].[Na+]>ClCCl.O>[C:4]([O:3][C:1](=[O:2])[N:8]([C@H:9]([CH:13]=[O:14])[CH:10]([CH3:11])[CH3:12])[CH3:15])([CH3:5])([CH3:7])[CH3:6] |f:1.2,3.4,5.6|. Procedure: To a solution of 10.5 g Boc-N-methyl-valinol (48.3 mmol) in 50 ml dichloromethane was added a solution of 1.63 g NaHCO3 (19.3 mmol) and 0.58 g KBr (4.8 mmol) in 50 ml deionized water. The reaction mixture was cooled to 0° C. and after the addition of 77 mg 2,2,6,6-tetramethyl-piperidin-1-oxyl (TEMPO, 0.48 mmol), 36.6 g 10.3% aqueous sodium hypochlorite (53.1 mmol Cl2) were added under stirring over 2.5 h at 0-5°. After additional stirring for 30 min the excess of NaOCl was destroyed by the addit...